Dataset: the Open Reaction Database (ORD), a public repository of structured organic reaction records. Task: describe an organic reaction: reactants, conditions, products, and yield Reactants: O1C(CCCC1)ONC(=O)[C@@H](C\C=C\C1=CC=CC=C1)[C@H](C(=O)NNCC(C)C)CC(C)C ((E)-2(R)-[1(S)-[(tetrahydro-2(RS)-pyranyloxy)carbamoyl]-4-phenyl-3-butenyl]-2′-isobutyl-4-methylvalerohydrazide), CN(CC(=O)O)C (N,N-dimethylglycine), C(C)N1CCOCC1 (N-ethylmorpholine), ON1N=NC2=C1C=CC=C2 (1-hydroxybenzotriazole), Cl.C(C)N=C=NCCCN(C)C (1-ethyl-3-(3-dimethylaminopropyl)carbodiimide hydrochloride). Run in CN(C=O)C (dimethylformamide), C(C)(=O)OCC (ethyl acetate). Reaction conditions: time 1 hour. Product: C(C(C)C)N(NC(CCC(C)C)=O)C(CN(C)C)=O (2′-isobutyl-4-methyl-2′-[2-(dimethylamino)acetyl]valerohydrazide). As a reaction SMILES: [CH3:1][N:2]([CH3:7])[CH2:3][C:4](O)=[O:5].C(N1CCOCC1)C.ON1C2C=CC=CC=2N=N1.Cl.C(N=C=NCCCN(C)C)C.O1CCCCC1ONC([C@H]([C@@H:58]([CH2:67][CH:68]([CH3:70])[CH3:69])[C:59]([NH:61][NH:62][CH2:63][CH:64]([CH3:66])[CH3:65])=[O:60])C/C=C/C1C=CC=CC=1)=O>CN(C)C=O.C(OCC)(=O)C>[CH2:63]([N:62]([C:4](=[O:5])[CH2:3][N:2]([CH3:7])[CH3:1])[NH:61][C:59](=[O:60])[CH2:58][CH2:67][CH:68]([CH3:70])[CH3:69])[CH:64]([CH3:66])[CH3:65] |f:3.4|. Reported procedure: A solution of 0.155 g of N,N-dimethylglycine in 10 ml of dimethylformamide was treated in sequence with 0.167 ml of N-ethylmorpholine, 0.216 g of 1-hydroxybenzotriazole and 0.307 g of 1-ethyl-3-(3-dimethylaminopropyl)carbodiimide hydrochloride. Stirring was continued for 1 hour at room temperature and then 0.459 g of (E)-2(R)-[1(S)-[(tetrahydro-2(RS)-pyranyloxy)carbamoyl]-4-phenyl-3-butenyl]-2′-isobutyl-4-methylvalerohydrazide was added. Stirring was continued overnight and then the mixture was ... Reactants: Fc1ccc(OCCBr)cn1, Cc1cc2c(C(F)(F)F)c(C#N)ccc2[nH]1. Product: Cc1cc2c(C(F)(F)F)c(C#N)ccc2n1CCOc1ccc(F)nc1. As a reaction SMILES: [Br:17][CH2:18][CH2:19][O:20][c:21]1[cH:22][cH:23][c:24]([F:27])[n:25][cH:26]1.[CH3:1][c:2]1[nH:3][c:4]2[cH:5][cH:6][c:7]([C:15]#[N:16])[c:8]([C:11]([F:12])([F:13])[F:14])[c:9]2[cH:10]1>>[CH3:1][c:2]1[n:3]([CH2:18][CH2:19][O:20][c:21]2[cH:22][cH:23][c:24]([F:27])[n:25][cH:26]2)[c:4]2[cH:5][cH:6][c:7]([C:15]#[N:16])[c:8]([C:11]([F:12])([F:13])[F:14])[c:9]2[cH:10]1.